This data is from the Open Reaction Database (ORD), a public repository of structured organic reaction records. The task is: describe an organic reaction: reactants, conditions, products, and yield Starting materials: BrC1=CC=2C(=NC=C(N2)CCC2=CC(=CC(=C2)OC)OC)N1 (6-bromo-2-[2-(3,5-dimethoxyphenyl)ethyl]-5H-pyrrolo[2,3-b]pyrazine), CC1(OB(OC1(C)C)C=1C=CC(=NC1)NC(C)=O)C (N-[5-(4,4,5,5-tetramethyl-1,3,2-dioxaborolan-2-yl)pyridin-2-yl]acetamide). Product: COC=1C=C(CCC=2N=C3C(=NC2)NC(=C3)C=3C=CC(=NC3)NC(C)=O)C=C(C1)OC (N-(5-(2-(3,5-Dimethoxyphenethyl)-5H-pyrrolo[2,3-b]pyrazin-6-yl)pyridin-2-yl)acetamide). As a reaction SMILES: Br[C:2]1[NH:22][C:5]2=[N:6][CH:7]=[C:8]([CH2:10][CH2:11][C:12]3[CH:17]=[C:16]([O:18][CH3:19])[CH:15]=[C:14]([O:20][CH3:21])[CH:13]=3)[N:9]=[C:4]2[CH:3]=1.CC1(C)C(C)(C)OB([C:31]2[CH:32]=[CH:33][C:34]([NH:37][C:38](=[O:40])[CH3:39])=[N:35][CH:36]=2)O1>>[CH3:21][O:20][C:14]1[CH:13]=[C:12]([CH:17]=[C:16]([O:18][CH3:19])[CH:15]=1)[CH2:11][CH2:10][C:8]1[N:9]=[C:4]2[CH:3]=[C:2]([C:31]3[CH:32]=[CH:33][C:34]([NH:37][C:38](=[O:40])[CH3:39])=[N:35][CH:36]=3)[NH:22][C:5]2=[N:6][CH:7]=1. Procedure: The compound was prepared by using procedures analogous to those described for the synthesis of Example 53, Step 2 starting from 6-bromo-2-[2-(3,5-dimethoxyphenyl)ethyl]-5H-pyrrolo[2,3-b]pyrazine and N-[5-(4,4,5,5-tetramethyl-1,3,2-dioxaborolan-2-yl)pyridin-2-yl]acetamide (from Combi-Blocks). LCMS calculated for C23H24N5O3(M+H)+: m/z=418.2. Found 418.1.